This data is from the Open Reaction Database (ORD), a public repository of structured organic reaction records. The task is: describe an organic reaction: reactants, conditions, products, and yield Starting materials: BrC=1C=C(C2=CN(N=C2C1)C1OCCCC1)NC(=O)C=1N=C(SC1)C (N-[6-bromo-2-(tetrahydro-2H-pyran-2-yl)-2H-indazol-4-yl]-2-methyl-1,3-thiazole-4-carboxamide), P(=O)([O-])([O-])[O-].[K+].[K+].[K+] (tripotassium phosphate), N1=CC=C(C=C1)B(O)O (4-pyridinylboronic acid), O1CCOCC1 (1,4-dioxane), N1=CC=C(C=C1)B(O)O (4-Pyridinylboronic acid). Reaction conditions: temperature 80 celsius, time 30 minute. Reaction SMILES: Br[C:2]1[CH:3]=[C:4]([NH:17][C:18]([C:20]2[N:21]=[C:22]([CH3:25])[S:23][CH:24]=2)=[O:19])[C:5]2[C:9]([CH:10]=1)=[N:8][N:7](C1CCCCO1)[CH:6]=2.P([O-])([O-])([O-])=O.[K+].[K+].[K+].[N:34]1[CH:39]=[CH:38][C:37](B(O)O)=[CH:36][CH:35]=1.O1CCOCC1>CO.O>[CH3:25][C:22]1[S:23][CH:24]=[C:20]([C:18]([NH:17][C:4]2[CH:3]=[C:2]([C:37]3[CH:38]=[CH:39][N:34]=[CH:35][CH:36]=3)[CH:10]=[C:9]3[C:5]=2[CH:6]=[N:7][NH:8]3)=[O:19])[N:21]=1 |f:1.2.3.4|. The reagents and catalysts are catalyst. Procedure: A microwave vial was charged with N-[6-bromo-2-(tetrahydro-2H-pyran-2-yl)-2H-indazol-4-yl]-2-methyl-1,3-thiazole-4-carboxamide (50 mg), Solvias catalyst (7 mg), tripotassium phosphate (76 mg), 4-pyridinylboronic acid (15 mg), 1,4-dioxane (0.5 ml) and water (0.1 ml). The mixture was heated under microwave irradiation for a total of 60 min at 80° C. 4-Pyridinylboronic acid (15 mg) was added and the mixture was heated for 30 min at 80° C., then 30 min at 120° C. The reaction mixture was passed thro... Solvent: O (water), CO (methanol). The yield is 47.7%. The product is CC=1SC=C(N1)C(=O)NC1=C2C=NNC2=CC(=C1)C1=CC=NC=C1 (2-Methyl-N-[6-(4-pyridinyl)-1H-indazol-4-yl]-1,3-thiazole-4-carboxamide). The reactants are CC(=O)SCC1CCCCCCC(C(=O)O)NC1=O, CC(=O)OCCN, ClCCl, CN1CCOCC1, CCN=C=NCCCN(C)C, Cl, Cl, On1nnc2ccccc21. The product is CC(=O)OCCNC(=O)C1CCCCCCC(CSC(C)=O)C(=O)N1. RXN SMILES: [C:1]([CH3:2])(=[O:3])[S:4][CH2:5][CH:6]1[C:7](=[O:19])[NH:8][CH:9]([C:16](=[O:17])[OH:18])[CH2:10][CH2:11][CH2:12][CH2:13][CH2:14][CH2:15]1.[C:21]([CH3:22])(=[O:23])[O:24][CH2:25][CH2:26][NH2:27].[CH2:57]([Cl:58])[Cl:59].[CH3:38][N:39]1[CH2:40][CH2:41][O:42][CH2:43][CH2:44]1.[CH3:46][N:47]([CH2:48][CH2:49][CH2:50][N:51]=[C:52]=[N:53][CH2:54][CH3:55])[CH3:56].[ClH:20].[ClH:45].[OH:28][n:29]1[c:30]2[cH:31][cH:32][cH:33][cH:34][c:35]2[n:36][n:37]1>>[C:1]([CH3:2])(=[O:3])[S:4][CH2:5][CH:6]1[C:7](=[O:19])[NH:8][CH:9]([C:16](=[O:18])[NH:27][CH2:26][CH2:25][O:24][C:21]([CH3:22])=[O:23])[CH2:10][CH2:11][CH2:12][CH2:13][CH2:14][CH2:15]1. Reactants: CO[C@@H]1C[C@@H](CCC1)NC1=NC(=NC=C1C(=O)N)SC (4-((1R,3S)-3-methoxycyclohexylamino)-2-(methylthio)pyrimidine-5-carboxamide), C1=CC(=CC(=C1)Cl)C(=O)OO (mCPBA), S(=S)(=O)([O-])[O-].[Na+].[Na+] (sodium thiosulfate). Solvent: C(Cl)Cl (DCM), CC(=O)C (acetone). Conditions: time 16 hour. Yields the product CO[C@@H]1C[C@@H](CCC1)NC1=NC(=NC=C1C(=O)N)S(=O)(=O)C (4-((1R,3S)-3-methoxy-cyclohexylamino)-2-(methylsulfonyl)pyrimidine-5-carboxamide). Yield: 81.0%. Reaction SMILES: [CH3:1][O:2][C@H:3]1[CH2:8][CH2:7][CH2:6][C@@H:5]([NH:9][C:10]2[C:15]([C:16]([NH2:18])=[O:17])=[CH:14][N:13]=[C:12](SC)[N:11]=2)[CH2:4]1.[CH:21]1C=C(Cl)C=C(C(OO)=O)C=1.[S:32]([O-:36])([O-])(=[O:34])=S.[Na+].[Na+]>C(Cl)Cl.CC(C)=O>[CH3:1][O:2][C@H:3]1[CH2:8][CH2:7][CH2:6][C@@H:5]([NH:9][C:10]2[C:15]([C:16]([NH2:18])=[O:17])=[CH:14][N:13]=[C:12]([S:32]([CH3:21])(=[O:36])=[O:34])[N:11]=2)[CH2:4]1 |f:2.3.4|. Procedure details: To a solution of 4-((1R,3S)-3-methoxycyclohexylamino)-2-(methylthio)pyrimidine-5-carboxamide (1.1081 g, 3.74 mmol) in DCM (18.69 mL) and acetone (18.69 mL) at room temperature was added mCPBA (1.676 g, 7.48 mmol) in five batches over 2 min and stirred at room temperature for 16 h. To the crude reaction mixture was added 10% aqueous sodium thiosulfate solution (35 mL) and the mixture was stirred for 5 min before evaporation of the volatile solvents. The material was partitioned between ethyl acet... The reactants are C(=O)(O)[O-].[Na+] (NaHCO3), [BH-](OC(=O)C)(OC(=O)C)OC(=O)C.[Na+] (NaBH(OAc)3), CC1(CCC(CC1)=O)CC(=O)OCC (Ethyl 2-(1-methyl-4-oxocyclohexyl)acetate), C(NN)(=O)OC(C)(C)C (tert-butyl carbazate). Run in CC(=O)O (AcOH), C(Cl)(Cl)Cl (chloroform). Run at time 4 hour. The product is C(C)OC(CC1(CCC(CC1)NNC(=O)OC(C)(C)C)C)=O (tert-butyl 2-(4-(2-ethoxy-2-oxoethyl)-4-methylcyclohexyl)hydrazinecarboxylate). Isolated yield 72.3%. As a reaction SMILES: [CH3:1][C:2]1([CH2:9][C:10]([O:12][CH2:13][CH3:14])=[O:11])[CH2:7][CH2:6][C:5](=O)[CH2:4][CH2:3]1.[C:15]([O:19][C:20]([CH3:23])([CH3:22])[CH3:21])(=[O:18])[NH:16][NH2:17].[BH-](OC(C)=O)(OC(C)=O)OC(C)=O.[Na+].C([O-])(O)=O.[Na+]>C(Cl)(Cl)Cl.CC(O)=O>[CH2:13]([O:12][C:10](=[O:11])[CH2:9][C:2]1([CH3:1])[CH2:7][CH2:6][CH:5]([NH:17][NH:16][C:15]([O:19][C:20]([CH3:23])([CH3:22])[CH3:21])=[O:18])[CH2:4][CH2:3]1)[CH3:14] |f:2.3,4.5|. Procedure details: Ethyl 2-(1-methyl-4-oxocyclohexyl)acetate (1.5 g, 7.57 mmol) and tert-butyl carbazate (1.100 g, 8.32 mmol) were dissolved in chloroform (30 mL), and AcOH (1.0 mL) and NaBH(OAc)3 (5.65 g) were added under ice-cooling. The mixture was allowed to gradually return to room temperature, and the mixture was stirred for 4 h. The reaction mixture was poured into saturated aqueous NaHCO3 solution, and the mixture was extracted with EtOAc. The organic layer was washed with water and brine, dried over anhyd... Reactants: CN(C)C=O, BrCC1CC1, [H-], [Na+], CC(C)(C)OC(=O)NC1CCCC(c2ccccc2)NC1=O. Yields the product CC(C)(C)OC(=O)NC1CCCC(c2ccccc2)N(CC2CC2)C1=O. As a reaction SMILES: [CH3:30][N:31]([CH3:32])[CH:33]=[O:34].[CH:25]1([CH2:28][Br:29])[CH2:26][CH2:27]1.[H-:1].[Na+:2].[O:3]=[C:4]1[NH:5][CH:6]([c:19]2[cH:20][cH:21][cH:22][cH:23][cH:24]2)[CH2:7][CH2:8][CH2:9][CH:10]1[NH:11][C:12]([O:13][C:14]([CH3:15])([CH3:16])[CH3:17])=[O:18]>>[O:3]=[C:4]1[N:5]([CH2:28][CH:25]2[CH2:26][CH2:27]2)[CH:6]([c:19]2[cH:20][cH:21][cH:22][cH:23][cH:24]2)[CH2:7][CH2:8][CH2:9][CH:10]1[NH:11][C:12]([O:13][C:14]([CH3:15])([CH3:16])[CH3:17])=[O:18]. The reactants are Cn1ccnc1, CO, CCN(C(C)C)C(C)C, Nc1ccc(-n2ncc3c(N)ncnc32)cc1, CN(C)C=O, O=S(=O)(Cl)Cl. The product is Cn1cnc(S(=O)(=O)Nc2ccc(-n3ncc4c(N)ncnc43)cc2)c1. Reaction SMILES: [CH3:23][n:24]1[cH:25][n:26][cH:27][cH:28]1.[CH3:43][OH:44].[CH:29]([N:30]([CH:31]([CH3:32])[CH3:33])[CH2:34][CH3:35])([CH3:36])[CH3:37].[NH2:1][c:2]1[cH:3][cH:4][c:5](-[n:8]2[n:9][cH:10][c:11]3[c:12]2[n:13][cH:14][n:15][c:16]3[NH2:17])[cH:6][cH:7]1.[O:38]=[CH:39][N:40]([CH3:41])[CH3:42].[S:18](=[O:19])(=[O:20])([Cl:21])[Cl:22]>>[NH:1]([c:2]1[cH:3][cH:4][c:5](-[n:8]2[n:9][cH:10][c:11]3[c:12]2[n:13][cH:14][n:15][c:16]3[NH2:17])[cH:6][cH:7]1)[S:18](=[O:19])(=[O:20])[c:27]1[n:26][cH:25][n:24]([CH3:23])[cH:28]1.